From a dataset of the Open Reaction Database (ORD), a public repository of structured organic reaction records. describe an organic reaction: reactants, conditions, products, and yield Starting materials: O1C(OCC1)C=1C=CC(=NC1)C#N (5-(1,3-dioxolan-2-yl)picolinonitrile), Cl (hydrochloric acid), C([O-])(O)=O.[Na+] (sodium bicarbonate). The solvent is C1CCOC1 (THF). Conditions: time 16 hour. Yields the product C(=O)C=1C=CC(=NC1)C#N (5-formylpicolinonitrile). Yield: 101.7%. RXN SMILES: [O:1]1CCO[CH:2]1[C:6]1[CH:7]=[CH:8][C:9]([C:12]#[N:13])=[N:10][CH:11]=1.Cl.C(=O)(O)[O-].[Na+]>C1COCC1>[CH:2]([C:6]1[CH:7]=[CH:8][C:9]([C:12]#[N:13])=[N:10][CH:11]=1)=[O:1] |f:2.3|. Procedure: In THF (5.0 mL) was dissolved 5-(1,3-dioxolan-2-yl)picolinonitrile (478 mg, 2.71 mmol) obtained in Step 2, and 1 mol/L hydrochloric acid (5.0 mL) was added under a nitrogen atmosphere at room temperature. The mixture was stirred at the same temperature for 16 hours and further stirred at 50° C. for 13 hours. The reaction mixture was neutralized with a saturated aqueous sodium bicarbonate solution. Extraction with ethyl acetate, washing with saturated brine and drying over anhydrous sodium sulfat... Reactants: COC(=NC#N)c1ccco1, CCOCC, CCCCCC, CO, NCCc1ccccc1. Yields the product N#CNC(=NCCc1ccccc1)c1ccco1. As a reaction SMILES: [C:1](#[N:2])[N:3]=[C:4]([O:5][CH3:6])[c:7]1[o:8][cH:9][cH:10][cH:11]1.[CH2:27]([O:28][CH2:29][CH3:30])[CH3:31].[CH3:21][CH2:22][CH2:23][CH2:24][CH2:25][CH3:26].[CH3:32][OH:33].[NH2:12][CH2:13][CH2:14][c:15]1[cH:16][cH:17][cH:18][cH:19][cH:20]1>>[C:1](#[N:2])[NH:3][C:4]([c:7]1[o:8][cH:9][cH:10][cH:11]1)=[N:12][CH2:13][CH2:14][c:15]1[cH:16][cH:17][cH:18][cH:19][cH:20]1. The reactants are CC(C)(C)OC(=O)N1CCC(n2cc(C(=O)NCC(=O)N3CCC(Oc4cccc(C(F)(F)F)c4)CC3)nn2)CC1, CC(C)(C)OC(=O)N1CCC(N)CC1, Cl, C1COCCO1. Yields the product Cl, O=C(NCC(=O)N1CCC(Oc2cccc(C(F)(F)F)c2)CC1)c1cn(C2CCNCC2)nn1. Reaction SMILES: [C:1]([O:2][C:3](=[O:4])[N:8]1[CH2:9][CH2:10][CH:11]([n:14]2[n:15][n:16][c:17]([C:19]([NH:20][CH2:21][C:22]([N:23]3[CH2:24][CH2:25][CH:26]([O:29][c:30]4[cH:31][c:32]([C:36]([F:37])([F:38])[F:39])[cH:33][cH:34][cH:35]4)[CH2:27][CH2:28]3)=[O:40])=[O:41])[cH:18]2)[CH2:12][CH2:13]1)([CH3:5])([CH3:6])[CH3:7].[C:42]([N:43]1[CH2:44][CH2:45][CH:46]([NH2:47])[CH2:48][CH2:49]1)([O:50][C:51]([CH3:52])([CH3:53])[CH3:54])=[O:55].[ClH:62].[O:56]1[CH2:57][CH2:58][O:59][CH2:60][CH2:61]1>>[ClH:62].[NH:8]1[CH2:9][CH2:10][CH:11]([n:14]2[n:15][n:16][c:17]([C:19]([NH:20][CH2:21][C:22]([N:23]3[CH2:24][CH2:25][CH:26]([O:29][c:30]4[cH:31][c:32]([C:36]([F:37])([F:38])[F:39])[cH:33][cH:34][cH:35]4)[CH2:27][CH2:28]3)=[O:40])=[O:41])[cH:18]2)[CH2:12][CH2:13]1. Reactants: O=C1Nc2ccc(F)cc2S(=O)(=O)N1, [Na+], [OH-], O=S(=O)(O)O. The product is Nc1ccc(F)cc1S(N)(=O)=O. As a reaction SMILES: [F:1][c:2]1[cH:3][c:4]2[c:5]([cH:13][cH:14]1)[NH:6][C:7](=[O:12])[NH:8][S:9]2(=[O:10])=[O:11].[Na+:16].[OH-:15].[S:17](=[O:18])(=[O:19])([OH:20])[OH:21]>>[F:1][c:2]1[cH:3][c:4]([S:9]([NH2:8])(=[O:10])=[O:11])[c:5]([NH2:6])[cH:13][cH:14]1. Starting materials: C(C)(=O)OCC (ethyl acetate), C(C)(=O)OCC (Ethyl acetate), C(C)(=O)OCC (ethyl acetate), C(C)(=O)O (acetic acid). The reagents and catalysts are S(O)(O)(=O)=O (sulphuric acid). The solvent is C(C)O (ethanol), C(C)O (ethanol). Yields the product CCCC (n-butane), C(C)(=O)OC=C (vinyl acetate). RXN SMILES: [C:1]([O:4][CH2:5][CH3:6])(=[O:3])[CH3:2].[C:7](O)(=O)[CH3:8]>S(=O)(=O)(O)O.C(O)C>[CH3:7][CH2:8][CH2:5][CH3:6].[C:1]([O:4][CH:5]=[CH2:6])(=[O:3])[CH3:2]. Reported procedure: The commercial production of ethyl acetate is mainly by two processes: the Tischenko reaction produces ethyl acetate by direct conversion of ethanol via acetaldehyde using an aluminum alkoxide catalyst; and the production of ethyl acetate by direct esterification of ethanol with acetic acid with a sulphuric acid catalyst. The Tischenko reaction is the main industrial process for the manufacture of ethyl acetate. Industrial scale production by this method took place mainly in Europe during the fi... Starting materials: FC1=CC(=C(CN(C)C)C=C1F)O (4,5-difluoro-2-hydroxy-N,N-dimethylbenzylamine), [H][H] (hydrogen). Reagents/catalysts: [Pd] (palladium). Solvent: C(C)(=O)O (acetic acid). Product: FC1=CC(=C(C=C1F)O)C (4,5-difluoro-2-methylphenol). RXN SMILES: [F:1][C:2]1[C:11]([F:12])=[CH:10][C:5]([CH2:6]N(C)C)=[C:4]([OH:13])[CH:3]=1.[H][H]>C(O)(=O)C.[Pd]>[F:12][C:11]1[C:2]([F:1])=[CH:3][C:4]([OH:13])=[C:5]([CH3:6])[CH:10]=1. Procedure details: 214 g of 4,5-difluoro-2-hydroxy-N,N-dimethylbenzylamine are initially charged in 700 ml of acetic acid in an autoclave, admixed with 50 g of palladium/activated carbon (5%) and heated with 70 bar of hydrogen to 100° C. for 26 hours. The autoclave is cooled and decompressed. The catalyst is filtered off and washed with acetic acid, and the filtrate is admixed with 3 000 ml of water. This aqueous solution is extracted three times with methyl tert-butyl ether. The combined organic phases are washed...